This data is from the Open Reaction Database (ORD), a public repository of structured organic reaction records. The task is: describe an organic reaction: reactants, conditions, products, and yield The reactants are FC=1C=C(C=CC1[N+](=O)[O-])O (3-fluoro-4-nitrophenol), ClCC1=C(OC(C(=O)OC)C)C=C(C=C1)C (methyl 2-(2-chloromethyl-5-methylphenoxy)propionate), C([O-])([O-])=O.[K+].[K+] (potassium carbonate). The solvent is CN(C=O)C (N,N-dimethylformamide). Yields the product FC=1C=C(OCC2=C(OC(C(=O)OC)C)C=C(C=C2)C)C=CC1[N+](=O)[O-] (methyl 2-[2-(3-fluoro-4-nitrophenoxymethyl)-5-methylphenoxy]propionate). The yield is 97.7%. As a reaction SMILES: [F:1][C:2]1[CH:3]=[C:4]([OH:11])[CH:5]=[CH:6][C:7]=1[N+:8]([O-:10])=[O:9].Cl[CH2:13][C:14]1[CH:26]=[CH:25][C:24]([CH3:27])=[CH:23][C:15]=1[O:16][CH:17]([CH3:22])[C:18]([O:20][CH3:21])=[O:19].C(=O)([O-])[O-].[K+].[K+]>CN(C)C=O>[F:1][C:2]1[CH:3]=[C:4]([CH:5]=[CH:6][C:7]=1[N+:8]([O-:10])=[O:9])[O:11][CH2:13][C:14]1[CH:26]=[CH:25][C:24]([CH3:27])=[CH:23][C:15]=1[O:16][CH:17]([CH3:22])[C:18]([O:20][CH3:21])=[O:19] |f:2.3.4|. Procedure details: By the method of Example 1, Step K, 1.71 g (0.010 mole) of 3-fluoro-4-nitrophenol and 2.85 g (0.011 mole) of methyl 2-(2-chloromethyl-5-methylphenoxy)propionate were reacted in the presence of 1.66 g (0.012 mole) of anhydrous potassium carbonate in 100 mL of N,N-dimethylformamide, yielding 3.55 g of methyl 2-[2-(3-fluoro-4-nitrophenoxymethyl)-5-methylphenoxy]propionate as a yellowish solid, m.p. 92°-94° C. The NMR and IR spectra were consistent with the proposed structure.